From a dataset of the Open Reaction Database (ORD), a public repository of structured organic reaction records. describe an organic reaction: reactants, conditions, products, and yield The reactants are Cl (hydrochloric acid), N(=O)OC(C)(C)C (tert-butyl nitrite), C(C(=C)C)(=O)OCC (ethyl methacrylate), copper-ll-chloride, NC1=C(C=NN1C1=NN2C(CCCC2)=C1Cl)C#N (5-amino-1-(3-chlor-4,5,6,7-tetrahydropyrazolo-[1,5-a]-pyridin-2-yl)-4-pyrazol-carbonitrile). Solvent: C(C)#N (acetonitrile). Run at time 20 hour. Yields the product C(C)OC(C(CC1=C(C=NN1C1=NN2C(CCCC2)=C1Cl)C#N)(C)Cl)=O (2chlor-3-[1-(3-chlor-4,5,6,7-tetrahydropyrazolo-[1,5-a]-pyridin-2-yl)-4-cyan-5-pyrazolyl]-2-methyl-propionic acid ethyl ester). RXN SMILES: N(OC(C)(C)C)=O.[C:8]([O:13][CH2:14][CH3:15])(=[O:12])[C:9]([CH3:11])=[CH2:10].N[C:17]1[N:21]([C:22]2[C:30]([Cl:31])=[C:25]3[CH2:26][CH2:27][CH2:28][CH2:29][N:24]3[N:23]=2)[N:20]=[CH:19][C:18]=1[C:32]#[N:33].[ClH:34]>C(#N)C>[CH2:14]([O:13][C:8](=[O:12])[C:9]([Cl:34])([CH3:11])[CH2:10][C:17]1[N:21]([C:22]2[C:30]([Cl:31])=[C:25]3[CH2:26][CH2:27][CH2:28][CH2:29][N:24]3[N:23]=2)[N:20]=[CH:19][C:18]=1[C:32]#[N:33])[CH3:15]. Procedure: 1.6 g (15.5 mmol) tert-butyl nitrite, 20 ml ethyl methacrylate and 1.52 g copper-ll-chloride is added to 20 ml acetonitrile and 2.62 g (10 mmol) 5-amino-1-(3-chlor-4,5,6,7-tetrahydropyrazolo-[1,5-a]-pyridin-2-yl)-4-pyrazol-carbonitrile is added in 3 portions. The mixture is stirred at room temperature for 20 hours, added to 50 ml 2N hydrochloric acid, extracted 3 times with dichloromethane, dried over magnesium sulphate and concentrated. Purification is by column chromatography using a hexane/et... The reactants are CNCC(OC)OC (1-(methylamino)-2,2-dimethoxyethane), N1=CC=CC=C1 (pyridine), F[B-](F)(F)F.N#[O+] (nitrosonium tetrafluoroborate). Run in C1CCOC1 (THF). Reaction conditions: time 20 minute. Yields the product F[B-](F)(F)F.[NH+]1=CC=CC=C1 (pyridinium tetrafluoroborate). RXN SMILES: CNCC(OC)OC.[N:9]1[CH:14]=[CH:13][CH:12]=[CH:11][CH:10]=1.[F:15][B-:16]([F:19])([F:18])[F:17].N#[O+]>C1COCC1>[F:15][B-:16]([F:19])([F:18])[F:17].[NH+:9]1[CH:14]=[CH:13][CH:12]=[CH:11][CH:10]=1 |f:2.3,5.6|. Procedure details: A solution of 1-(methylamino)-2,2-dimethoxyethane (132.6 g; 1.11 mol) and pyridine (94.5 ml; 1.17 mol) in THF (1.3 ) was brought to 0°-5° C. with an ice-bath and nitrosonium tetrafluoroborate (139.5 g; 1.19 mol) was added in portions over 35 minutes. Fuming was observed and the temperature of the reaction mixture was kept below 20° C. throughout the addition. After stirring an additional 20 minutes, the white solid which had formed (pyridinium tetrafluoroborate) was filtered and CH2Cl2 and H2O w...